This data is from the Open Reaction Database (ORD), a public repository of structured organic reaction records. The task is: describe an organic reaction: reactants, conditions, products, and yield Starting materials: CCN(CCOC)c1ccc(N)cn1, O=C(O)c1nc(-c2ccccc2)oc1C(F)(F)F. Yields the product CCN(CCOC)c1ccc(NC(=O)c2nc(-c3ccccc3)oc2C(F)(F)F)cn1. RXN SMILES: [CH2:19]([CH3:20])[N:21]([c:22]1[n:23][cH:24][c:25]([NH2:28])[cH:26][cH:27]1)[CH2:29][CH2:30][O:31][CH3:32].[c:1]1(-[c:7]2[o:8][c:9]([C:15]([F:16])([F:17])[F:18])[c:10]([C:12](=[O:13])[OH:14])[n:11]2)[cH:2][cH:3][cH:4][cH:5][cH:6]1>>[c:1]1(-[c:7]2[o:8][c:9]([C:15]([F:16])([F:17])[F:18])[c:10]([C:12](=[O:14])[NH:28][c:25]3[cH:24][n:23][c:22]([N:21]([CH2:19][CH3:20])[CH2:29][CH2:30][O:31][CH3:32])[cH:27][cH:26]3)[n:11]2)[cH:2][cH:3][cH:4][cH:5][cH:6]1. Starting materials: C=CC1=CC=CC=C1 (styrene), ClC=1C=C(C=C)C=CC1 (m-chlorostyrene), ClCCC=1C=CC=CC1 (m-chloroethylbenzene), 93, P(O)(O)(O)=O (phosphoric acid). Run at time 2 hour. The product is CC1CC(C2=CC=CC=C12)C1=CC=CC=C1 (1-methyl-3-phenylindan), 1-methyl-3-(m-chloro)-phenyl-6-chloroindan. RXN SMILES: [CH2:1]=[CH:2][C:3]1[CH:8]=[CH:7][CH:6]=[CH:5][CH:4]=1.Cl[C:10]1[CH:11]=[C:12]([CH:15]=[CH:16][CH:17]=1)[CH:13]=[CH2:14].ClCCC1C=CC=CC=1.P(=O)(O)(O)O>>[CH3:14][CH:13]1[C:12]2[C:11](=[CH:10][CH:17]=[CH:16][CH:15]=2)[CH:2]([C:3]2[CH:8]=[CH:7][CH:6]=[CH:5][CH:4]=2)[CH2:1]1. Procedure details: A solution containing 90 parts of styrene, 174 parts of m-chlorostyrene and 126 parts of m-chloroethylbenzene is added to 722 parts of 93 per cent strength by weight phosphoric acid at 35° to 40° C over 5 hours. After completion of the addition, the emulsion is stirred for 2 hours at 35° to 40° C. The organic phase is separated off and washed with 200 parts of 3 per cent strength by weight sodium hydroxide solution. Fractional distillation gives 27 parts of 1-methyl-3-phenylindan, 71 parts of 1-... Starting materials: FC1=CC=C(C=C1)C1=CC=C(C=C1)C1(NNC(C1)=N)C (3-(4'-fluoro-4-biphenylyl)-3-methyl-5-imino-pyrazolidine), [OH-].[K+] (potassium hydroxide). The solvent is C(C)(C)O (isopropanol). Yields the product FC1=CC=C(C=C1)C1=CC=C(C=C1)C1(NNC(C1)=O)C (3-(4'-fluoro-4-biphenylyl)-3-methyl-pyrazolidin-5-one). As a reaction SMILES: [F:1][C:2]1[CH:7]=[CH:6][C:5]([C:8]2[CH:13]=[CH:12][C:11]([C:14]3([CH3:20])[CH2:18][C:17](=N)[NH:16][NH:15]3)=[CH:10][CH:9]=2)=[CH:4][CH:3]=1.[OH-:21].[K+]>C(O)(C)C>[F:1][C:2]1[CH:7]=[CH:6][C:5]([C:8]2[CH:13]=[CH:12][C:11]([C:14]3([CH3:20])[CH2:18][C:17](=[O:21])[NH:16][NH:15]3)=[CH:10][CH:9]=2)=[CH:4][CH:3]=1 |f:1.2|. Procedure: 26.9 g of 3-(4'-fluoro-4-biphenylyl)-3-methyl-5-imino-pyrazolidine are boiled for 10 minutes with 150 ml of 2 N aqueous potassium hydroxide solution and 150 ml of isopropanol and the mixture is worked up in the usual manner to give 3-(4'-fluoro-4-biphenylyl)-3-methyl-pyrazolidin-5-one, m.p. 194°-196°. Starting materials: ClCCl, COC(Cl)Cl, [Cl-], [Cl-], [Cl-], [Cl-], COc1ccc(Cl)c(C)c1, [Ti+4]. The product is COc1ccc(Cl)c(C)c1C=O. Reaction SMILES: [CH2:21]([Cl:22])[Cl:23].[CH3:11][O:12][CH:13]([Cl:14])[Cl:15].[Cl-:16].[Cl-:17].[Cl-:18].[Cl-:19].[Cl:1][c:2]1[c:3]([CH3:10])[cH:4][c:5]([O:8][CH3:9])[cH:6][cH:7]1.[Ti+4:20]>>[Cl:1][c:2]1[c:3]([CH3:10])[c:4]([CH:11]=[O:12])[c:5]([O:8][CH3:9])[cH:6][cH:7]1. Reactants: C(C(=O)Cl)(=O)Cl (oxalyl dichloride), CN(C=O)C (dimethylformamide), C(C1=CC=CC=C1)O[C@H]1C(O)O[C@@H]([C@H]([C@@H]1OCC1=CC=CC=C1)OCC1=CC=CC=C1)COCC1=CC=CC=C1 (2,3,4,6-tetra-O-benzyl-D-glucopyranose). Solvent: C(Cl)Cl (methylene chloride). Conditions: time 1 hour. The product is C(C1=CC=CC=C1)O[C@H]1[C@H](O[C@@H]([C@H]([C@@H]1OCC1=CC=CC=C1)OCC1=CC=CC=C1)COCC1=CC=CC=C1)Cl (2,3,4,6-tetra-O-benzyl-α-D-glucopyranosyl chloride). The yield is 80.7%. RXN SMILES: [CH2:1]([O:8][C@@H:9]1[C@@H:15]([O:16][CH2:17][C:18]2[CH:23]=[CH:22][CH:21]=[CH:20][CH:19]=2)[C@H:14]([O:24][CH2:25][C:26]2[CH:31]=[CH:30][CH:29]=[CH:28][CH:27]=2)[C@@H:13]([CH2:32][O:33][CH2:34][C:35]2[CH:40]=[CH:39][CH:38]=[CH:37][CH:36]=2)[O:12][CH:10]1O)[C:2]1[CH:7]=[CH:6][CH:5]=[CH:4][CH:3]=1.C(Cl)(=O)C([Cl:44])=O.CN(C)C=O>C(Cl)Cl>[CH2:1]([O:8][C@@H:9]1[C@@H:15]([O:16][CH2:17][C:18]2[CH:23]=[CH:22][CH:21]=[CH:20][CH:19]=2)[C@H:14]([O:24][CH2:25][C:26]2[CH:31]=[CH:30][CH:29]=[CH:28][CH:27]=2)[C@@H:13]([CH2:32][O:33][CH2:34][C:35]2[CH:40]=[CH:39][CH:38]=[CH:37][CH:36]=2)[O:12][C@@H:10]1[Cl:44])[C:2]1[CH:7]=[CH:6][CH:5]=[CH:4][CH:3]=1. Procedure details: 3.0 g (5.5 mmol) of 2,3,4,6-tetra-O-benzyl-D-glucopyranose were dissolved in 30 ml of anhydrous methylene chloride and the solution was stirred with 1.45 ml (2.11 g; 16.5 mmol) of oxalyl dichloride and 0.3 ml of dimethylformamide at room temperature. After one hour, the solution was concentrated under a high vacuum, the residue was taken up in 10 ml of methylene chloride and the mixture was filtered over about 10 g of silica gel. Renewed concentration gave 2.48 g (80%) of 2,3,4,6-tetra-O-benzyl-... Solvent: C(Cl)Cl (DCM), C(Cl)Cl (DCM). Reaction SMILES: [C:1](OC(=O)C)(=[O:3])[CH3:2].[Cl:8][C:9]1[C:17]([CH3:18])=[N:16][C:15]2[N:11]([N:12]=[C:13]3[CH2:21][N:20]([C:22]([C:24]4[CH:29]=[CH:28][CH:27]=[CH:26][C:25]=4[O:30][CH:31]4[CH2:36][CH2:35][NH:34][CH2:33][CH2:32]4)=[O:23])[CH2:19][C:14]3=2)[C:10]=1[CH3:37]>C(Cl)Cl>[Cl:8][C:9]1[C:17]([CH3:18])=[N:16][C:15]2[N:11]([N:12]=[C:13]3[CH2:21][N:20]([C:22]([C:24]4[CH:29]=[CH:28][CH:27]=[CH:26][C:25]=4[O:30][CH:31]4[CH2:36][CH2:35][N:34]([C:1](=[O:3])[CH3:2])[CH2:33][CH2:32]4)=[O:23])[CH2:19][C:14]3=2)[C:10]=1[CH3:37]. Yield: 66.9%. Procedure details: Acetic anhydride (27 μL; 0.28 mmol; 1.2 eq.) was added to a suspension of Example 3 (100 mg; 0.23 mmol; 1 eq.) and TEA (82 μL; 0.59 mmol; 2.5 eq.) in DCM (3 mLl) and the resulting mixture was stirred at room temperature for 2 hours. The solution was diluted with DCM, washed with 0.1M HCl and brine, dried over magnesium sulfate and concentrated in vacuo. Purification by mass directed preparative HPLC afforded the title compound (72 mg, 66%) as a white solid. 1H NMR (CDCl3) δ 7.42-7.35 (m, 2H), 7.... The product is ClC1=C(N2N=C3C(=C2N=C1C)CN(C3)C(=O)C3=C(OC1CCN(CC1)C(C)=O)C=CC=C3)C (1-{4-[2-(6-chloro-5,7-dimethyl-1H,3H-2,4,7a,8-tetraaza-cyclopenta[a]indene-2-carbonyl)-phenoxy]-piperidin-1-yl}-ethanone). Reaction conditions: time 2 hour. Starting materials: C(C)(=O)OC(C)=O (Acetic anhydride), ClC1=C(N2N=C3C(=C2N=C1C)CN(C3)C(=O)C3=C(C=CC=C3)OC3CCNCC3)C ((6-chloro-5,7-dimethyl-1H,3H-2,4,7a,8-tetraaza-cyclopenta[a]inden-2-yl)-[2-(piperidin-4-yloxy)-phenyl]-methanone), TEA. The reactants are O1C(=NC2=C1C=CC=C2)C=2C(=NC=C(C2)B2OC(C(O2)(C)C)(C)C)N(C(OC(C)(C)C)=O)C(=O)OC(C)(C)C (tert-butyl N-[3-(1,3-benzoxazol-2-yl)-5-(4,4,5,5-tetramethyl-1,3,2-dioxaborolan-2-yl)-2-pyridyl]-N-tert-butoxycarbonyl-carbamate), BrC=1C(=NN(C1)C1CCN(CC1)C(=O)OC(C)(C)C)COC (tert-butyl 4-(4-bromo-3-(methoxymethyl)-1H-pyrazol-1-yl)piperidine-1-carboxylate), trisdibenzylideneacetone dipalladium, C1(CCCCC1)P(C1=C(C=CC=C1)C1=C(C=CC=C1OC)OC)C1CCCCC1 (dicyclohexyl-[2-(2,6-dimethoxyphenyl)phenyl]phosphane), P(=O)([O-])([O-])[O-].[K+].[K+].[K+] (potassium phosphate). Run in O1CCOCC1 (dioxane), O (water). Conditions: temperature 120 celsius, time 3 hour. Product: O1C(=NC2=C1C=CC=C2)C=2C=C(C=NC2N(C(=O)OC(C)(C)C)C(=O)OC(C)(C)C)C=2C(=NN(C2)C2CCN(CC2)C(=O)OC(C)(C)C)COC (tert-butyl 4-[4-[5-(1,3-benzoxazol-2-yl)-6-(bis(tert-butoxycarbonyl)amino)-3-pyridyl]-3-(methoxymethyl)pyrazol-1-yl]piperidine-1-carboxylate). The yield is 74.5%. RXN SMILES: [O:1]1[C:5]2[CH:6]=[CH:7][CH:8]=[CH:9][C:4]=2[N:3]=[C:2]1[C:10]1[C:11]([N:25]([C:33]([O:35][C:36]([CH3:39])([CH3:38])[CH3:37])=[O:34])[C:26](=[O:32])[O:27][C:28]([CH3:31])([CH3:30])[CH3:29])=[N:12][CH:13]=[C:14](B2OC(C)(C)C(C)(C)O2)[CH:15]=1.Br[C:41]1[C:42]([CH2:59][O:60][CH3:61])=[N:43][N:44]([CH:46]2[CH2:51][CH2:50][N:49]([C:52]([O:54][C:55]([CH3:58])([CH3:57])[CH3:56])=[O:53])[CH2:48][CH2:47]2)[CH:45]=1.C1(P(C2CCCCC2)C2C=CC=CC=2C2C(OC)=CC=CC=2OC)CCCCC1.P([O-])([O-])([O-])=O.[K+].[K+].[K+]>O1CCOCC1.O>[O:1]1[C:5]2[CH:6]=[CH:7][CH:8]=[CH:9][C:4]=2[N:3]=[C:2]1[C:10]1[CH:15]=[C:14]([C:41]2[C:42]([CH2:59][O:60][CH3:61])=[N:43][N:44]([CH:46]3[CH2:47][CH2:48][N:49]([C:52]([O:54][C:55]([CH3:57])([CH3:58])[CH3:56])=[O:53])[CH2:50][CH2:51]3)[CH:45]=2)[CH:13]=[N:12][C:11]=1[N:25]([C:26]([O:27][C:28]([CH3:31])([CH3:30])[CH3:29])=[O:32])[C:33]([O:35][C:36]([CH3:39])([CH3:37])[CH3:38])=[O:34] |f:3.4.5.6|. Procedure details: A mixture of tert-butyl N-[3-(1,3-benzoxazol-2-yl)-5-(4,4,5,5-tetramethyl-1,3,2-dioxaborolan-2-yl)-2-pyridyl]-N-tert-butoxycarbonyl-carbamate (808 mg), tert-butyl 4-(4-bromo-3-(methoxymethyl)-1H-pyrazol-1-yl)piperidine-1-carboxylate (439 mg), trisdibenzylideneacetone dipalladium (53.7 mg), dicyclohexyl-[2-(2,6-dimethoxyphenyl)phenyl]phosphane (48.2 mgl) and potassium phosphate (0.233 g) in a mixture of dioxane (14 ml) and water (350 μl) was degassed. The resulting suspension was stirred at 120° ... Product: ClC1=NC=2N(C(=C1)N1CCOCC1)N=C(C2)C2=NC=CC=C2 (5-Chloro-7-morpholin-4-yl-2-pyridin-2-yl-pyrazolo[1,5-a]pyrimidine). Isolated yield 75.0%. Solvent: O (water), O1CCOCC1 (1,4-dioxane). Procedure: There was suspended, in 1,4-dioxane (5 mL), 5,7-dichloro-2-pyridin-2-yl-pyrazolo[1,5-a]pyrimidine (348 mg. 1.31 mM), then morpholine (230 μL, 2.64 mM) was added to the suspension and the mixture was stirred at room temperature for 20 minutes. The solvent was distilled off from the reaction mixture, the residue obtained was diluted with water and then extracted with ethyl acetate. The extracts thus obtained were combined, dried over anhydrous sodium sulfate, the solvent was distilled off and the ... Conditions: time 20 minute. Reaction SMILES: [Cl:1][C:2]1[CH:7]=[C:6](Cl)[N:5]2[N:9]=[C:10]([C:12]3[CH:17]=[CH:16][CH:15]=[CH:14][N:13]=3)[CH:11]=[C:4]2[N:3]=1.[NH:18]1[CH2:23][CH2:22][O:21][CH2:20][CH2:19]1>O1CCOCC1.O>[Cl:1][C:2]1[CH:7]=[C:6]([N:18]2[CH2:23][CH2:22][O:21][CH2:20][CH2:19]2)[N:5]2[N:9]=[C:10]([C:12]3[CH:17]=[CH:16][CH:15]=[CH:14][N:13]=3)[CH:11]=[C:4]2[N:3]=1. Reactants: ClC1=NC=2N(C(=C1)Cl)N=C(C2)C2=NC=CC=C2 (5,7-dichloro-2-pyridin-2-yl-pyrazolo[1,5-a]pyrimidine), N1CCOCC1 (morpholine). Procedure details: 2-Hydroxybenzyl alcohol was treated with triphenylphosphine hydrobromide in acetonitrile as described in Example 1 to yield [(2-Hydroxyphenyl)methyl]triphenylphosphonium bromide. Run in C(C)#N (acetonitrile). Starting materials: OC1=C(CO)C=CC=C1 (2-Hydroxybenzyl alcohol), Br.C1(=CC=CC=C1)P(C1=CC=CC=C1)C1=CC=CC=C1 (triphenylphosphine hydrobromide). The product is [Br-].OC1=C(C=CC=C1)C[P+](C1=CC=CC=C1)(C1=CC=CC=C1)C1=CC=CC=C1 ([(2-Hydroxyphenyl)methyl]triphenylphosphonium bromide). Reaction SMILES: [OH:1][C:2]1[CH:9]=[CH:8][CH:7]=[CH:6][C:3]=1[CH2:4]O.[BrH:10].[C:11]1([P:17]([C:24]2[CH:29]=[CH:28][CH:27]=[CH:26][CH:25]=2)[C:18]2[CH:23]=[CH:22][CH:21]=[CH:20][CH:19]=2)[CH:16]=[CH:15][CH:14]=[CH:13][CH:12]=1>C(#N)C>[Br-:10].[OH:1][C:2]1[CH:9]=[CH:8][CH:7]=[CH:6][C:3]=1[CH2:4][P+:17]([C:18]1[CH:19]=[CH:20][CH:21]=[CH:22][CH:23]=1)([C:24]1[CH:29]=[CH:28][CH:27]=[CH:26][CH:25]=1)[C:11]1[CH:12]=[CH:13][CH:14]=[CH:15][CH:16]=1 |f:1.2,4.5|.